Dataset: the Open Reaction Database (ORD), a public repository of structured organic reaction records. Task: describe an organic reaction: reactants, conditions, products, and yield Reactants: N1(CCCC1)CCCN (3-pyrrolidin-1-yl-propylamine), C(C)OC(=O)C=1C(C2=C(N=C(N=C2)S(=O)(=O)C)N(C1)C=1C=C2CCCC2=CC1)=O (8-indan-5-yl-2-methanesulfonyl-5-oxo-5,8-dihydro-pyrido[2,3-d]pyrimidine-6-carboxylic acid ethyl ester). The product is C(C)OC(=O)C=1C(C2=C(N=C(N=C2)NCCCN2CCCC2)N(C1)C=1C=C2CCCC2=CC1)=O (8-Indan-5-yl-5-oxo-2-(3-pyrrolidin-1-yl-propylamino)-5,8-dihydro-pyrido[2,3-d]pyrimidine-6-carboxylic acid ethyl ester). As a reaction SMILES: [N:1]1([CH2:6][CH2:7][CH2:8][NH2:9])[CH2:5][CH2:4][CH2:3][CH2:2]1.[CH2:10]([O:12][C:13]([C:15]1[C:16](=[O:38])[C:17]2[CH:22]=[N:21][C:20](S(C)(=O)=O)=[N:19][C:18]=2[N:27]([C:29]2[CH:30]=[C:31]3[C:35](=[CH:36][CH:37]=2)[CH2:34][CH2:33][CH2:32]3)[CH:28]=1)=[O:14])[CH3:11]>>[CH2:10]([O:12][C:13]([C:15]1[C:16](=[O:38])[C:17]2[CH:22]=[N:21][C:20]([NH:9][CH2:8][CH2:7][CH2:6][N:1]3[CH2:5][CH2:4][CH2:3][CH2:2]3)=[N:19][C:18]=2[N:27]([C:29]2[CH:30]=[C:31]3[C:35](=[CH:36][CH:37]=2)[CH2:34][CH2:33][CH2:32]3)[CH:28]=1)=[O:14])[CH3:11]. Procedure details: Using the procedure described in Example 1 Step F, the title compound was prepared from 3-pyrrolidin-1-yl-propylamine and 8-indan-5-yl-2-methanesulfonyl-5-oxo-5,8-dihydro-pyrido[2,3-d]pyrimidine-6-carboxylic acid ethyl ester (from Example 1(Step E), 10 mg, 0.022 mmol). 7 mg of 8-Indan-5-yl-5-oxo-2-(3-pyrrolidin-1-yl-propylamino)-5,8-dihydro-pyrido[2,3-d]pyrimidine-6-carboxylic acid ethyl ester was obtained as a white solid. 1H NMR (400 MHz, CDCl3) δ (ppm): 9.24 (s, 1H), 8.76 (s, 1H), 7.30 (d, J=... The reactants are ClC1=NC(=C(C(=N1)Cl)[N+](=O)[O-])C(C)C (2,4-dichloro-5-nitro-6-(2-propyl)pyrimidine), N1C=NC=C1 (imidazole). Solvent: C(C)#N (acetonitrile). The product is N1(C=NC=C1)C1=NC(=C(C(=N1)N1C=NC=C1)[N+](=O)[O-])C(C)C (2,4-bis(1H-imidazol-1-yl)-5-nitro-6-(2-propyl)pyrimidine). Reaction SMILES: Cl[C:2]1[N:7]=[C:6](Cl)[C:5]([N+:9]([O-:11])=[O:10])=[C:4]([CH:12]([CH3:14])[CH3:13])[N:3]=1.[NH:15]1[CH:19]=[CH:18][N:17]=[CH:16]1>C(#N)C>[N:15]1([C:2]2[N:7]=[C:6]([N:15]3[CH:19]=[CH:18][N:17]=[CH:16]3)[C:5]([N+:9]([O-:11])=[O:10])=[C:4]([CH:12]([CH3:14])[CH3:13])[N:3]=2)[CH:19]=[CH:18][N:17]=[CH:16]1. Procedure details: Combine 29.0 g (0.12 mol) of 2,4-dichloro-5-nitro-6-(2-propyl)pyrimidine with 42.0 g (0.62 mol) of imidazole in 500 mL of acetonitrile, and stir at room temperature for 24 hours. Remove the solvent under vacuum, slurry the residue in 500 mL of CH2Cl2 and wash with 4×500 mL 10% K2CO3. Dry the organic portion over MgSO4, treat with charcoal, filter and concentrate the filtrate to dryness under vacuum to afford 2,4-bis(1H-imidazol-1-yl)-5-nitro-6-(2-propyl)pyrimidine. The reactants are II (I2), FC1=C(C=CC(=C1)OC)C1=CC(=C(C=N1)C(=O)OC)C(F)(F)F (Methyl 6-(2-fluoro-4-methoxyphenyl)-4-(trifluoromethyl)pyridine-3-carboxylate), II (iodine). Reagents/catalysts: [O-]S(=O)(=O)[O-].[Ag+].[Ag+] (Ag2SO4), S(=O)(=O)([O-])[O-].[Ag+2] (silver sulfate). The solvent is CO (MeOH). Product: FC1=C(C=C(C(=C1)OC)I)C1=CC(=C(C=N1)C(=O)OC)C(F)(F)F (Methyl 6-(2-fluoro-5-iodo-4-methoxyphenyl)-4-(trifluoromethyl)pyridine-3-carboxylate). RXN SMILES: [F:1][C:2]1[CH:7]=[C:6]([O:8][CH3:9])[CH:5]=[CH:4][C:3]=1[C:10]1[N:15]=[CH:14][C:13]([C:16]([O:18][CH3:19])=[O:17])=[C:12]([C:20]([F:23])([F:22])[F:21])[CH:11]=1.[I:24]I>S([O-])([O-])(=O)=O.[Ag+2].[O-]S([O-])(=O)=O.[Ag+].[Ag+].CO>[F:1][C:2]1[CH:7]=[C:6]([O:8][CH3:9])[C:5]([I:24])=[CH:4][C:3]=1[C:10]1[N:15]=[CH:14][C:13]([C:16]([O:18][CH3:19])=[O:17])=[C:12]([C:20]([F:23])([F:21])[F:22])[CH:11]=1 |f:2.3,4.5.6|. Procedure: Methyl 6-(2-fluoro-4-methoxyphenyl)-4-(trifluoromethyl)pyridine-3-carboxylate (750 mg, 2.278 mmol), iodine (578 mg, 2.278 mmol), silver sulfate (710 mg, 2.278 mmol) and MeOH (20 mL) were stirred in a 70° C. oil bath and monitored by LCMS. The dark color disappeared and LCMS indicated >50% conversion when reaction time=1 hr. Additional I2 (280 mg, 0.788 mmol) and Ag2SO4 (355 mg, 1.074 mmol) were added and resumed stirring/heating for 30 min. The reaction was cooled and quenched by adding Na2S2O3 ... RXN SMILES: [C:5](=[O:6])([OH:7])[O-:8].[CH3:10][O:11][c:12]1[cH:13][cH:14][c:15]([CH2:16][S:17][CH:18]2[CH2:19][CH:20]([C:23]([NH:24][CH3:25])=[O:26])[NH:21][CH2:22]2)[cH:27][cH:28]1.[CH3:31][N:32]([CH3:33])[CH:34]=[O:35].[Cl-:30].[I:1][CH2:2][CH2:3][OH:4].[Na+:29].[Na+:9]>>[CH2:2]([CH2:3][OH:4])[N:21]1[CH:20]([C:23]([NH:24][CH3:25])=[O:26])[CH2:19][CH:18]([S:17][CH2:16][c:15]2[cH:14][cH:13][c:12]([O:11][CH3:10])[cH:28][cH:27]2)[CH2:22]1. The reactants are O=C([O-])O, CNC(=O)C1CC(SCc2ccc(OC)cc2)CN1, CN(C)C=O, [Cl-], OCCI, [Na+], [Na+]. Yields the product CNC(=O)C1CC(SCc2ccc(OC)cc2)CN1CCO. The reactants are OCCCBr, O=C([O-])[O-], [K+], [K+], CN(C)C=O, O, CC1CC(=O)NN=C1c1ccc(O)cc1. Yields the product CC1CC(=O)NN=C1c1ccc(OCCCO)cc1. Reaction SMILES: [Br:1][CH2:2][CH2:3][CH2:4][OH:5].[C:21](=[O:22])([O-:23])[O-:24].[K+:25].[K+:26].[O:27]=[CH:28][N:29]([CH3:30])[CH3:31].[OH2:32].[OH:6][c:7]1[cH:8][cH:9][c:10]([C:13]2=[N:18][NH:17][C:16](=[O:19])[CH2:15][CH:14]2[CH3:20])[cH:11][cH:12]1>>[CH2:2]([CH2:3][CH2:4][OH:5])[O:6][c:7]1[cH:8][cH:9][c:10]([C:13]2=[N:18][NH:17][C:16](=[O:19])[CH2:15][CH:14]2[CH3:20])[cH:11][cH:12]1. Reactants: CO, COC(=O)c1ncc(N)nc1OC, N. The product is COc1nc(N)cnc1C(N)=O. RXN SMILES: [CH3:15][OH:16].[NH2:1][c:2]1[n:3][c:4]([O:12][CH3:13])[c:5]([C:8](=[O:9])[O:10][CH3:11])[n:6][cH:7]1.[NH3:14]>>[NH2:1][c:2]1[n:3][c:4]([O:12][CH3:13])[c:5]([C:8](=[O:9])[NH2:14])[n:6][cH:7]1. Starting materials: ClC1=NN=C(C2=CC=C(C=C12)OC)CC1=C(C=NC=C1Cl)Cl (4-chloro-1-(3,5-dichloro-pyridin-4-ylmethyl)-6-methoxy-phthalazine), N1CCCCC1 (piperidine), C1(=CC=CC=C1)C#C (phenylacetylene), C1(=CC=CC=C1)P(C1=CC=CC=C1)C1=CC=CC=C1 (triphenylphosphine). The reagents and catalysts are Cl[Pd]Cl (PdCl2), [Cu]I (CuI). The solvent is CN(C)C=O (DMF). Conditions: time 20 hour. Yields the product ClC=1C=NC=C(C1CC1=NN=C(C2=CC(=CC=C12)OC)C#CC1=CC=CC=C1)Cl (1-(3,5-Dichloro-pyridin-4-ylmethyl)-6-methoxy-4-phenylethynyl-phthalazine). Yield: 65.0%. As a reaction SMILES: Cl[C:2]1[C:11]2[C:6](=[CH:7][CH:8]=[C:9]([O:12][CH3:13])[CH:10]=2)[C:5]([CH2:14][C:15]2[C:20]([Cl:21])=[CH:19][N:18]=[CH:17][C:16]=2[Cl:22])=[N:4][N:3]=1.N1CCCCC1.[C:29]1([C:35]#[CH:36])[CH:34]=[CH:33][CH:32]=[CH:31][CH:30]=1.C1(P(C2C=CC=CC=2)C2C=CC=CC=2)C=CC=CC=1>CN(C=O)C.Cl[Pd]Cl.[Cu]I>[Cl:22][C:16]1[CH:17]=[N:18][CH:19]=[C:20]([Cl:21])[C:15]=1[CH2:14][C:5]1[C:6]2[C:11](=[CH:10][C:9]([O:12][CH3:13])=[CH:8][CH:7]=2)[C:2]([C:36]#[C:35][C:29]2[CH:34]=[CH:33][CH:32]=[CH:31][CH:30]=2)=[N:3][N:4]=1. Procedure details: A solution of 4-chloro-1-(3,5-dichloro-pyridin-4-ylmethyl)-6-methoxy-phthalazine (0.52 g, 1.5 mmoles), prepared as described in example 45, in dry DMF (10 ml) under N2 was added with piperidine (1 ml, 10 mmoles), phenylacetylene (0.15 g, 1.5 mmoles), PdCl2 (0.013 g, 0.075 mmole), triphenylphosphine (0.039 g, 0.15 mmole) and CuI (0.014 g, 0.075 mmole). The mixture was stirred for 20 hours, poured into saturated NHCl (10 volumes) and extracted twice with CH2Cl2, then washed with 5% HCl, anhydrifie... Reactants: O=C([O-])O, COC(C)(C)OC, CC(C)=O, [Na+], O, O=C(Nc1ncnc2c1ncn2C1OC(CO)C(O)C1O)c1ccccc1, Cc1ccc(S(=O)(=O)O)cc1. Yields the product CC1(C)OC2C(CO)OC(n3cnc4c(NC(=O)c5ccccc5)ncnc43)C2O1. As a reaction SMILES: [C:47](=[O:48])([OH:49])[O-:50].[CH3:28][O:29][C:30]([CH3:31])([CH3:32])[O:33][CH3:34].[CH3:52][C:53](=[O:54])[CH3:55].[Na+:51].[OH2:35].[OH:1][CH:2]1[CH:3]([n:10]2[c:11]3[n:12][cH:13][n:14][c:15]([NH:19][C:20]([c:21]4[cH:22][cH:23][cH:24][cH:25][cH:26]4)=[O:27])[c:16]3[n:17][cH:18]2)[O:4][CH:5]([CH2:8][OH:9])[CH:6]1[OH:7].[c:36]1([CH3:37])[cH:38][cH:39][c:40]([S:41]([OH:42])(=[O:43])=[O:44])[cH:45][cH:46]1>>[O:1]1[CH:2]2[CH:3]([n:10]3[c:11]4[n:12][cH:13][n:14][c:15]([NH:19][C:20]([c:21]5[cH:22][cH:23][cH:24][cH:25][cH:26]5)=[O:27])[c:16]4[n:17][cH:18]3)[O:4][CH:5]([CH2:8][OH:9])[CH:6]2[O:7][C:30]1([CH3:31])[CH3:32]. The reactants are COCCn1c(-c2ccc(C(C)C)cc2)nc2c(Br)c(I)cc(OC)c21, [Na+], [Na+], O=C([O-])[O-], O, OB(O)c1ccccc1, Cc1ccccc1, c1ccc(P(c2ccccc2)(c2ccccc2)[Pd](P(c2ccccc2)(c2ccccc2)c2ccccc2)(P(c2ccccc2)(c2ccccc2)c2ccccc2)P(c2ccccc2)(c2ccccc2)c2ccccc2)cc1. Yields the product COCCn1c(-c2ccc(C(C)C)cc2)nc2c(Br)c(-c3ccccc3)cc(OC)c21. Reaction SMILES: [Br:1][c:2]1[c:3]([I:26])[cH:4][c:5]([O:24][CH3:25])[c:6]2[n:7]([CH2:20][CH2:21][O:22][CH3:23])[c:8](-[c:11]3[cH:12][cH:13][c:14]([CH:17]([CH3:18])[CH3:19])[cH:15][cH:16]3)[n:9][c:10]12.[Na+:36].[Na+:37].[O-:38][C:39](=[O:40])[O-:41].[OH2:42].[OH:27][B:28]([OH:29])[c:30]1[cH:31][cH:32][cH:33][cH:34][cH:35]1.[c:43]1([CH3:44])[cH:45][cH:46][cH:47][cH:48][cH:49]1.[cH:50]1[cH:51][cH:52][c:53]([P:54]([Pd:55]([P:56]([c:57]2[cH:58][cH:59][cH:60][cH:61][cH:62]2)([c:63]2[cH:64][cH:65][cH:66][cH:67][cH:68]2)[c:69]2[cH:70][cH:71][cH:72][cH:73][cH:74]2)([P:75]([c:76]2[cH:77][cH:78][cH:79][cH:80][cH:81]2)([c:82]2[cH:83][cH:84][cH:85][cH:86][cH:87]2)[c:88]2[cH:89][cH:90][cH:91][cH:92][cH:93]2)[P:94]([c:95]2[cH:96][cH:97][cH:98][cH:99][cH:100]2)([c:101]2[cH:102][cH:103][cH:104][cH:105][cH:106]2)[c:107]2[cH:108][cH:109][cH:110][cH:111][cH:112]2)([c:113]2[cH:114][cH:115][cH:116][cH:117][cH:118]2)[c:119]2[cH:120][cH:121][cH:122][cH:123][cH:124]2)[cH:125][cH:126]1>>[Br:1][c:2]1[c:3](-[c:30]2[cH:31][cH:32][cH:33][cH:34][cH:35]2)[cH:4][c:5]([O:24][CH3:25])[c:6]2[n:7]([CH2:20][CH2:21][O:22][CH3:23])[c:8](-[c:11]3[cH:12][cH:13][c:14]([CH:17]([CH3:18])[CH3:19])[cH:15][cH:16]3)[n:9][c:10]12. Starting materials: CC=1C(=CC(=CC1)N=C=O)N=C=O (tolylene diisocyanate), C1(O)=CC=C(O)C=C1 (hydroquinone), C(C(=C)C)(=O)OCCO (2-hydroxyethyl methacrylate), tin octylate. Conditions: temperature 80 celsius, time 3 hour. The product is CC=1C(=CC(=CC1)N=C=O)N=C=O.C(C(=C)C)(=O)OCCO (TDI 2-HEMA). Reaction SMILES: [CH3:1][C:2]1[C:3]([N:11]=[C:12]=[O:13])=[CH:4][C:5]([N:8]=[C:9]=[O:10])=[CH:6][CH:7]=1.[C:14]([O:19][CH2:20][CH2:21][OH:22])(=[O:18])[C:15]([CH3:17])=[CH2:16].C1(C=CC(O)=CC=1)O>>[CH3:1][C:2]1[C:3]([N:11]=[C:12]=[O:13])=[CH:4][C:5]([N:8]=[C:9]=[O:10])=[CH:6][CH:7]=1.[C:14]([O:19][CH2:20][CH2:21][OH:22])(=[O:18])[C:15]([CH3:17])=[CH2:16] |f:3.4|. Procedure: A one litter, three-neck flask was charged with 348 parts of tolylene diisocyanate (TDI) and heated to 80° C. Then, 260 parts of 2-hydroxyethyl methacrylate (2-HEMA), 0.07 part of tin octylate, and 0.05 part of hydroquinone were dripped while temperature was controlled to 80° C. After dripping, the sample was stirred at 80° C. for 3 hours and taken out. Thus, TDI-2-HEMA adduct was obtained.